Task: describe an organic reaction: reactants, conditions, products, and yield. Dataset: the Open Reaction Database (ORD), a public repository of structured organic reaction records The reactants are C1(=CC=CC=C1)C(C#N)=C1CCOCC1 (phenyl(tetrahydro-4H-pyran-4-ylidene)acetonitrile), Cl (HCl). The reagents and catalysts are [Pd] (Pd/C). Run in C(C)O (ethanol), C(C)O (ethanol). Product: [Cl-].C1(=CC=CC=C1)C(C[NH3+])C1CCOCC1 (2-phenyl-2-(tetrahydro-2H-pyran-4-yl)ethanaminium chloride). RXN SMILES: [C:1]1([C:7](=[C:10]2[CH2:15][CH2:14][O:13][CH2:12][CH2:11]2)[C:8]#[N:9])[CH:6]=[CH:5][CH:4]=[CH:3][CH:2]=1.[ClH:16]>C(O)C.[Pd]>[Cl-:16].[C:1]1([CH:7]([CH:10]2[CH2:15][CH2:14][O:13][CH2:12][CH2:11]2)[CH2:8][NH3+:9])[CH:2]=[CH:3][CH:4]=[CH:5][CH:6]=1 |f:4.5|. Procedure details: To phenyl(tetrahydro-4H-pyran-4-ylidene)acetonitrile (450 mg, 2.258 mmol) in ethanol (11 ml) was added HCl (12.1 M, 1.867 ml, 22.58 mmol) then 10% Pd/C (48.1 mg, 0.045 mmol) as a slurry in ethanol. The reaction mixture was put under H2 balloon pressure for 21 hours. The reaction was filtered through a 0.45 um syringe-tip filter, then concentrated in vacuo. The product was used without further purification.